Dataset: the Open Reaction Database (ORD), a public repository of structured organic reaction records. Task: describe an organic reaction: reactants, conditions, products, and yield The reactants are C(=O)(Cl)Cl (phosgene), NC=1SC2=C(N1)C=CC=C2 (2-Aminobenzothiazole). The solvent is C(C)(=O)OCC (ethyl acetate). Product: S1C(=NC2=C1C=CC=C2)N=C=O (benzothiazol-2-yl isocyanate). Reaction SMILES: [C:1](Cl)(Cl)=[O:2].[NH2:5][C:6]1[S:7][C:8]2[CH:14]=[CH:13][CH:12]=[CH:11][C:9]=2[N:10]=1>C(OCC)(=O)C>[S:7]1[C:8]2[CH:14]=[CH:13][CH:12]=[CH:11][C:9]=2[N:10]=[C:6]1[N:5]=[C:1]=[O:2]. Procedure details: A saturated solution of phosgene in ethyl acetate (1200 ml) is charged into a glass reaction vessel equipped with a mechanical stirrer, thermometer and reflux condenser. 2-Aminobenzothiazole (100.0 grams; 0.67 mole) is then added with stirring. After the addition is completed, the reaction mixture is heated at reflux for a period of about one hour. After this time the reaction mixture is evaporated to dryness to yield the desired product benzothiazol-2-yl isocyanate dimer as a yellow solid havin... The reactants are CCCCCC(=O)Cl, ClCCl, [Na+], [OH-], Sc1ccccn1. Product: CCCCCC(=O)Sc1ccccn1. As a reaction SMILES: [C:1]([CH2:2][CH2:3][CH2:4][CH2:5][CH3:6])(=[O:7])[Cl:8].[Cl:18][CH2:19][Cl:20].[Na+:17].[OH-:16].[SH:9][c:10]1[n:11][cH:12][cH:13][cH:14][cH:15]1>>[C:1]([CH2:2][CH2:3][CH2:4][CH2:5][CH3:6])(=[O:7])[S:9][c:10]1[n:11][cH:12][cH:13][cH:14][cH:15]1. Reactants: BrCC1=C(C(=O)OCC)C=CN=C1Cl (ethyl 3-(bromomethyl)-2-chloroisonicotinate), Cl.FC(COC1=CC=C(C=N1)C(C)N)(F)F (1-(6-(2,2,2-trifluoroethoxy)pyridin-3-yl)ethanamine hydrochloride), C([O-])([O-])=O.[Cs+].[Cs+] (cesium carbonate). Run in C1CCOC1 (THF). Yields the product ClC1=NC=CC2=C1CN(C2=O)C(C)C=2C=NC(=CC2)OCC(F)(F)F (4-chloro-2-(1-(6-(2,2,2-trifluoroethoxy)pyridin-3-yl)ethyl)-2,3-dihydro-1H-pyrrolo[3,4-c]pyridin-1-one). Isolated yield 32.3%. As a reaction SMILES: Br[CH2:2][C:3]1[C:13]([Cl:14])=[N:12][CH:11]=[CH:10][C:4]=1[C:5]([O:7]CC)=O.Cl.[F:16][C:17]([F:30])([F:29])[CH2:18][O:19][C:20]1[N:25]=[CH:24][C:23]([CH:26]([NH2:28])[CH3:27])=[CH:22][CH:21]=1.C(=O)([O-])[O-].[Cs+].[Cs+]>C1COCC1>[Cl:14][C:13]1[C:3]2[CH2:2][N:28]([CH:26]([C:23]3[CH:24]=[N:25][C:20]([O:19][CH2:18][C:17]([F:30])([F:16])[F:29])=[CH:21][CH:22]=3)[CH3:27])[C:5](=[O:7])[C:4]=2[CH:10]=[CH:11][N:12]=1 |f:1.2,3.4.5|. Procedure details: A mixture (suspension) of ethyl 3-(bromomethyl)-2-chloroisonicotinate (698 mg, 2.5 mmol, Step-1), 1-(6-(2,2,2-trifluoroethoxy)pyridin-3-yl)ethanamine hydrochloride (643 mg, 2.5 mmol, Amine-1, single enantiomer) and cesium carbonate (3.3 g, 10.0 mmol) in THF (20 mL) is heated at refluxed temperature overnight. After cooling to rt, the reaction mixture is filtered through a pad of Celite™, and washed with EtOAc. The filtrate is concentrated to give a brown suspension. The residue is purified by co... Reactants: CN(C)C=C1C(CCC2=CC=CC=C12)=O (1-dimethylaminomethylene-2-tetralone), C(#N)CC(=O)N (cyanoacetamide), C[O-].[Na+] (sodium methoxide). Solvent: CN(C=O)C (dimethylformamide), C(C)#N (acetonitrile). Yields the product C(#N)C=1C(NC=2CCC3=C(C2C1)C=CC=C3)=O (2-Cyano-5,6-dihydrobenzo[f]quinolin-3(4H)-one). As a reaction SMILES: CN([CH:4]=[C:5]1[C:14]2[C:9](=[CH:10][CH:11]=[CH:12][CH:13]=2)[CH2:8][CH2:7][C:6]1=O)C.[C:16]([CH2:18][C:19]([NH2:21])=[O:20])#[N:17].C[O-].[Na+]>CN(C)C=O.C(#N)C>[C:16]([C:18]1[C:19](=[O:20])[NH:21][C:6]2[CH2:7][CH2:8][C:9]3[CH:10]=[CH:11][CH:12]=[CH:13][C:14]=3[C:5]=2[CH:4]=1)#[N:17] |f:2.3|. Procedure: Heat 11.4 g of 1-dimethylaminomethylene-2-tetralone, 4.46 gm of cyanoacetamide and 6.6 gm of sodium methoxide in 100 ml of dimethylformamide for 8 hours at 80°. Cool and dilute the reaction mixture with 150 ml of acetonitrile. Remove the tan solid by filtration. Dissolve the solid in hot water and filter the mixture. Acidify this aqueous solution with concentrated hydrochloric acid to give a tan precipitate. Filter and wash the tan solid with chloroform to give the title compound, m.p. 301°-3°. ... The reactants are C1=CC=CC=2C3=CC=CC=C3C(C12)COC(=O)N[C@@H](CCCCN)C(=O)O (Nα-(9-fluorenylmethoxycarbonyl)-L-lysine), BrC1=C(C=CC=C1)S(=O)(=O)Cl (2-bromobenzenesulfonyl chloride). The product is BrC1=C(C=CC=C1)S(=O)(=O)NCCCC[C@H](NC(=O)OCC1C2=CC=CC=C2C=2C=CC=CC12)C(=O)O (Nε-(2-Bromobenzenesulfonyl)-Nα-(9-fluorenylmethoxycarbonyl)-L-lysine). Yield: 61.0%. RXN SMILES: [CH:1]1[C:13]2[CH:12]([CH2:14][O:15][C:16]([NH:18][C@H:19]([C:25]([OH:27])=[O:26])[CH2:20][CH2:21][CH2:22][CH2:23][NH2:24])=[O:17])[C:11]3[C:6](=[CH:7][CH:8]=[CH:9][CH:10]=3)[C:5]=2[CH:4]=[CH:3][CH:2]=1.[Br:28][C:29]1[CH:34]=[CH:33][CH:32]=[CH:31][C:30]=1[S:35](Cl)(=[O:37])=[O:36]>>[Br:28][C:29]1[CH:34]=[CH:33][CH:32]=[CH:31][C:30]=1[S:35]([NH:24][CH2:23][CH2:22][CH2:21][CH2:20][C@@H:19]([C:25]([OH:27])=[O:26])[NH:18][C:16]([O:15][CH2:14][CH:12]1[C:11]2[CH:10]=[CH:9][CH:8]=[CH:7][C:6]=2[C:5]2[C:13]1=[CH:1][CH:2]=[CH:3][CH:4]=2)=[O:17])(=[O:37])=[O:36]. Procedure: Nα-(9-fluorenylmethoxycarbonyl)-L-lysine was reacted with 2-bromobenzenesulfonyl chloride under the conditions used in example 2 giving 61% of the title compound. Reported procedure: At 3° C., a solution of diethyl 2-chlorobenzylphosphonate (2.00 g, 7.61 mmol) in dry DMF (30 ml) was added to a stirred suspension of sodium hydride (60% by weight suspension in mineral oil, 365 mg, 9.13 mmol; freshly washed with dry heptane) in dry DMF (20 ml). After 1 h of stirring at 3° C., a solution of 2′,4′-difluoroacetophenone (1.31 g, 8.37 mmol) in dry DMF (20 ml) was added dropwise. The resulting mixture was stirred at RT for 68 h and then diluted with water and extracted with diethyl e... Isolated yield 26.0%. The reactants are ClC1=C(CP(OCC)(OCC)=O)C=CC=C1 (diethyl 2-chlorobenzylphosphonate), [H-].[Na+] (sodium hydride), FC1=C(C=CC(=C1)F)C(C)=O (2′,4′-difluoroacetophenone). Yields the product ClC1=C(C=CC=C1)C=C(C)C1=C(C=C(C=C1)F)F (1-[1-(2-chlorophenyl)prop-1-en-2-yl]-2,4-difluorobenzene). Solvent: CN(C)C=O (DMF), CN(C)C=O (DMF), O (water). RXN SMILES: [Cl:1][C:2]1[CH:16]=[CH:15][CH:14]=[CH:13][C:3]=1[CH2:4]P(=O)(OCC)OCC.[H-].[Na+].[F:19][C:20]1[CH:25]=[C:24]([F:26])[CH:23]=[CH:22][C:21]=1[C:27](=O)[CH3:28]>CN(C=O)C.O>[Cl:1][C:2]1[CH:16]=[CH:15][CH:14]=[CH:13][C:3]=1[CH:4]=[C:27]([C:21]1[CH:22]=[CH:23][C:24]([F:26])=[CH:25][C:20]=1[F:19])[CH3:28] |f:1.2|. Reaction conditions: temperature 3 celsius, time 1 hour. Reactants: CCOC(=O)C(Cc1ccc(O)cc1)NC(=O)OC(C)(C)C, ClCCl, O=S(=O)(OS(=O)(=O)C(F)(F)F)C(F)(F)F, O. The product is CCOC(=O)C(Cc1ccc(OS(=O)(=O)C(F)(F)F)cc1)NC(=O)OC(C)(C)C. RXN SMILES: [CH3:16][C:17]([CH3:18])([O:19][C:20](=[O:21])[NH:22][CH:23]([C:24](=[O:25])[O:26][CH2:27][CH3:28])[CH2:29][c:30]1[cH:31][cH:32][c:33]([OH:36])[cH:34][cH:35]1)[CH3:37].[Cl:39][CH2:40][Cl:41].[F:1][C:2]([F:3])([F:4])[S:5](=[O:6])(=[O:7])[O:8][S:9]([C:10]([F:11])([F:12])[F:13])(=[O:14])=[O:15].[OH2:38]>>[F:1][C:2]([F:3])([F:4])[S:5](=[O:6])(=[O:7])[O:8][c:33]1[cH:32][cH:31][c:30]([CH2:29][CH:23]([NH:22][C:20]([O:19][C:17]([CH3:16])([CH3:18])[CH3:37])=[O:21])[C:24](=[O:25])[O:26][CH2:27][CH3:28])[cH:35][cH:34]1. Reactants: O.NN (Hydrazine monohydrate), O=C1N(C(C2=CC=CC=C12)=O)CC(=O)NC=1C=NN(C1NC(C1=CC=CC=C1)(C1=CC=CC=C1)C1=CC=CC=C1)C (2-(1,3-dioxo-1,3-dihydro-2H-isoindol-2-yl)-N-[1-methyl-5-(tritylamino)-1H-pyrazol-4-yl]acetamide). Run in C(C)O (ethanol), O1CCCC1 (tetrahydrofuran). Run at temperature 70 celsius, time 2 hour. Product: NCC(=O)NC=1C=NN(C1NC(C1=CC=CC=C1)(C1=CC=CC=C1)C1=CC=CC=C1)C (2-amino-N-[1-methyl-5-(tritylamino)-1H-pyrazol-4-yl]acetamide). Isolated yield 81.8%. Reaction SMILES: O.NN.O=C1C2C(=CC=CC=2)C(=O)[N:6]1[CH2:15][C:16]([NH:18][C:19]1[CH:20]=[N:21][N:22]([CH3:44])[C:23]=1[NH:24][C:25]([C:38]1[CH:43]=[CH:42][CH:41]=[CH:40][CH:39]=1)([C:32]1[CH:37]=[CH:36][CH:35]=[CH:34][CH:33]=1)[C:26]1[CH:31]=[CH:30][CH:29]=[CH:28][CH:27]=1)=[O:17]>C(O)C.O1CCCC1>[NH2:6][CH2:15][C:16]([NH:18][C:19]1[CH:20]=[N:21][N:22]([CH3:44])[C:23]=1[NH:24][C:25]([C:32]1[CH:37]=[CH:36][CH:35]=[CH:34][CH:33]=1)([C:26]1[CH:27]=[CH:28][CH:29]=[CH:30][CH:31]=1)[C:38]1[CH:43]=[CH:42][CH:41]=[CH:40][CH:39]=1)=[O:17] |f:0.1|. Reported procedure: Hydrazine monohydrate (1.46 ml) was added to a solution of 2-(1,3-dioxo-1,3-dihydro-2H-isoindol-2-yl)-N-[1-methyl-5-(tritylamino)-1H-pyrazol-4-yl]acetamide (5.42 g) in ethanol (108 ml) and tetrahydrofuran (54 ml) at room temperature, and the mixture was stirred at 70° C. for 2 hours. The reaction mixture was cooled to 0° C., and the insoluble materials were removed by filtration. The filtrate was concentrated in vacuo. The residue was triturated with diisopropyl ether, collected by filtration an...